From a dataset of the Open Reaction Database (ORD), a public repository of structured organic reaction records. describe an organic reaction: reactants, conditions, products, and yield Starting materials: CCOC(=O)CBr, O=C([O-])[O-], CC1CNCC(C)O1, CC#N, [K+], [K+]. RXN SMILES: [Br:9][CH2:10][C:11](=[O:12])[O:13][CH2:14][CH3:15].[C:16](=[O:17])([O-:18])[O-:19].[CH3:1][CH:2]1[O:3][CH:4]([CH3:8])[CH2:5][NH:6][CH2:7]1.[CH3:22][C:23]#[N:24].[K+:20].[K+:21]>>[CH3:1][CH:2]1[O:3][CH:4]([CH3:8])[CH2:5][N:6]([CH2:10][C:11](=[O:12])[O:13][CH2:14][CH3:15])[CH2:7]1. Yields the product CCOC(=O)CN1CC(C)OC(C)C1. The reactants are ClC=1C=C(C=C(C1CN1CCCCC1)OC)O (3-chloro-5-methoxy-4-piperidin-1-ylmethylphenol), N1=CC=CC=C1 (pyridine), FC(S(=O)(=O)Cl)(F)F (trifluoromethanesulfonyl chloride). Run in C(Cl)Cl (DCM), C(Cl)Cl (DCM). The product is ClC=1C=C(C=C(C1CN1CCCCC1)OC)OS(=O)(=O)C(F)(F)F (Trifluoromethanesulfonic acid 3-chloro-5-methoxy-4-piperidin-1-ylmethylphenyl ester). Yield: 101.1%. Reaction SMILES: [Cl:1][C:2]1[CH:3]=[C:4]([OH:17])[CH:5]=[C:6]([O:15][CH3:16])[C:7]=1[CH2:8][N:9]1[CH2:14][CH2:13][CH2:12][CH2:11][CH2:10]1.N1C=CC=CC=1.[F:24][C:25]([F:31])([F:30])[S:26](Cl)(=[O:28])=[O:27]>C(Cl)Cl>[Cl:1][C:2]1[CH:3]=[C:4]([O:17][S:26]([C:25]([F:31])([F:30])[F:24])(=[O:28])=[O:27])[CH:5]=[C:6]([O:15][CH3:16])[C:7]=1[CH2:8][N:9]1[CH2:10][CH2:11][CH2:12][CH2:13][CH2:14]1. Procedure details: To a stirred solution of 3-chloro-5-methoxy-4-piperidin-1-ylmethylphenol (223 mg, 0.87 mmol) and pyridine (0.28 mL, 3.5 mmol) in DCM (10 mL) at −20° C. was added trifluoromethanesulfonyl chloride (0.29 mL, 1.7 mmol). After the addition was complete the reaction mixture was allowed to warm to ambient temperature then diluted with DCM (20 mL) then washed with water (10 mL). The organic phase was separated, dried over anhydrous sodium sulfate, filtered and evaporated in vacuo to afford an oil that ... The reactants are CCOC(=O)N1CCNCC1, CCOC(=O)N1CCN(CCc2cccc(Cl)c2)CC1, Cc1ccccc1, CCO, Clc1cccc(CCBr)c1, [K+], [OH-], O. Product: Clc1cccc(CCN2CCNCC2)c1. Reaction SMILES: [CH2:23]([O:24][C:25]([N:26]1[CH2:27][CH2:28][NH:29][CH2:30][CH2:31]1)=[O:32])[CH3:33].[CH2:3]([O:4][C:5](=[O:6])[N:8]1[CH2:9][CH2:10][N:11]([CH2:14][CH2:15][c:16]2[cH:17][c:18]([Cl:22])[cH:19][cH:20][cH:21]2)[CH2:12][CH2:13]1)[CH3:7].[CH3:45][c:46]1[cH:47][cH:48][cH:49][cH:50][cH:51]1.[CH3:52][CH2:53][OH:54].[Cl:34][c:35]1[cH:36][c:37]([CH2:38][CH2:39][Br:40])[cH:41][cH:42][cH:43]1.[K+:2].[OH-:1].[OH2:44]>>[NH:8]1[CH2:9][CH2:10][N:11]([CH2:14][CH2:15][c:16]2[cH:17][c:18]([Cl:22])[cH:19][cH:20][cH:21]2)[CH2:12][CH2:13]1. Starting materials: FC(C1=CC=C(C=C1)C1=CC=CN2C1=NS(CC2)(=O)=O)(C2=CC=C(C=C2)C)F (9-{4-[difluoro(4-methylphenyl)methyl]phenyl}-3,4-dihydropyrido[2,1-c][1,2,4]thiadiazine 2,2-dioxide). Reagents/catalysts: [Pt](=O)=O (Platinum(IV) oxide). Run in C1CCOC1 (THF), CO (MeOH). Run at time 3 hour. Yields the product FC(C1=CC=C(C=C1)C1CCCN2C1=NS(CC2)(=O)=O)(C2=CC=C(C=C2)C)F (9-{4-[difluoro(4-methylphenyl)methyl]phenyl}-3,4,6,7,8,9-hexahydropyrido[2,1-c][1,2,4]thiadiazine 2,2-dioxide). The yield is 45.7%. Reaction SMILES: [F:1][C:2]([F:28])([C:21]1[CH:26]=[CH:25][C:24]([CH3:27])=[CH:23][CH:22]=1)[C:3]1[CH:8]=[CH:7][C:6]([C:9]2[C:14]3=[N:15][S:16](=[O:20])(=[O:19])[CH2:17][CH2:18][N:13]3[CH:12]=[CH:11][CH:10]=2)=[CH:5][CH:4]=1>C1COCC1.CO.[Pt](=O)=O>[F:28][C:2]([F:1])([C:21]1[CH:22]=[CH:23][C:24]([CH3:27])=[CH:25][CH:26]=1)[C:3]1[CH:8]=[CH:7][C:6]([CH:9]2[C:14]3=[N:15][S:16](=[O:20])(=[O:19])[CH2:17][CH2:18][N:13]3[CH2:12][CH2:11][CH2:10]2)=[CH:5][CH:4]=1. Procedure details: Platinum(IV) oxide (30 mg) was added to a solution of 9-{4-[difluoro(4-methylphenyl)methyl]phenyl}-3,4-dihydropyrido[2,1-c][1,2,4]thiadiazine 2,2-dioxide (156 mg) in THF (dry) (20 mL) and MeOH (20 mL). The mixture was stirred at room temperature under hydrogen for 3 h. Activated carbon was added and the insoluble solid was removed by filtration through NH-silica gel/Celite pad (eluted with EtOAc). Platinum(IV) oxide (30 mg) was added and the mixture was stirred at room temperature under hydrogen...